Dataset: the Open Reaction Database (ORD), a public repository of structured organic reaction records. Task: describe an organic reaction: reactants, conditions, products, and yield Reactants: C(CCCCCCCCCCCCCCC)OCC(O)CO (1-hexadecyl-glycerol), C1(=CC=CC=C1)C(Cl)(C1=CC=CC=C1)C1=CC=CC=C1 (triphenylchloromethane), O1CCCC1 (tetrahydrofuran), C(C)#N (acetonitrile). Run in C(C)N(CC)CC (triethylamine). The product is C(CCCCCCCCCCCCCCC)OC[C@@H](O)COC(C1=CC=CC=C1)(C1=CC=CC=C1)C1=CC=CC=C1 (1-hexadecyl-3-trityl-sn-glycerol). Reaction SMILES: [CH2:1]([O:17][CH2:18][CH:19]([CH2:21][OH:22])[OH:20])[CH2:2][CH2:3][CH2:4][CH2:5][CH2:6][CH2:7][CH2:8][CH2:9][CH2:10][CH2:11][CH2:12][CH2:13][CH2:14][CH2:15][CH3:16].[C:23]1([C:29]([C:37]2[CH:42]=[CH:41][CH:40]=[CH:39][CH:38]=2)([C:31]2[CH:36]=[CH:35][CH:34]=[CH:33][CH:32]=2)Cl)[CH:28]=[CH:27][CH:26]=[CH:25][CH:24]=1.O1CCCC1.C(#N)C>C(N(CC)CC)C>[CH2:1]([O:17][CH2:18][C@H:19]([CH2:21][O:22][C:29]([C:23]1[CH:28]=[CH:27][CH:26]=[CH:25][CH:24]=1)([C:37]1[CH:38]=[CH:39][CH:40]=[CH:41][CH:42]=1)[C:31]1[CH:32]=[CH:33][CH:34]=[CH:35][CH:36]=1)[OH:20])[CH2:2][CH2:3][CH2:4][CH2:5][CH2:6][CH2:7][CH2:8][CH2:9][CH2:10][CH2:11][CH2:12][CH2:13][CH2:14][CH2:15][CH3:16]. Procedure: 40 grams of 1-hexadecyl-glycerol and 43 grams triphenylchloromethane were added to a mixture of 500 ml dry tetrahydrofuran and 130 ml dry acetonitrile. 35 ml of dry triethylamine was added, and the reaction mixture was refluxed for 17 hours. The reaction mixture was then cooled to room temperature, poured on ice (1 kilogram) and extracted thrice with 250 ml diethyl ether. The organic phase was washed consecutively with 100 ml water, 100 ml dilute (1.5%) sulfuric acid, 100 ml water, 100 ml concen... Starting materials: C(C)N1CCN(CC1)C=1N=C(C=C2C1SC=C2)Br (7-(1-ethylpiperazin-4-yl)-5-bromothieno[2,3-c]pyridine), Cl (hydrochloric acid), C(C)N1CCN(CC1)C=1N=C(C=C2C1SC=C2)C2=CC=C(C=C2)[C@@H]2OCC[C@@H](C2)OC(C)=O (7-(4-ethylpiperazin-1-yl)-5-[4-(cis-4-acetoxytetrahydropyran-2-yl)phenyl]thieno[2,3-c]pyridine). Solvent: C(C)(=O)OCC (ethyl acetate). Run at time 1 hour. Product: Cl.Cl.C(C)N1CCN(CC1)C=1N=C(C=C2C1SC=C2)C2=CC=C(C=C2)[C@@H]2OCC[C@@H](C2)O (7-(4-ethylpiperazin-1-yl)-5-[4-(cis-4-hydroxytetrahydropyran-2-yl)phenyl]thieno[2,3-c]pyridine dihydrochloride). RXN SMILES: C(N1CCN(C2N=C(Br)C=C3C=CSC=23)CC1)C.[CH2:19]([N:21]1[CH2:26][CH2:25][N:24]([C:27]2[N:28]=[C:29]([C:36]3[CH:41]=[CH:40][C:39]([C@H:42]4[CH2:47][C@@H:46]([O:48]C(=O)C)[CH2:45][CH2:44][O:43]4)=[CH:38][CH:37]=3)[CH:30]=[C:31]3[CH:35]=[CH:34][S:33][C:32]=23)[CH2:23][CH2:22]1)[CH3:20].[ClH:52]>C(OCC)(=O)C>[ClH:52].[ClH:52].[CH2:19]([N:21]1[CH2:26][CH2:25][N:24]([C:27]2[N:28]=[C:29]([C:36]3[CH:37]=[CH:38][C:39]([C@H:42]4[CH2:47][C@@H:46]([OH:48])[CH2:45][CH2:44][O:43]4)=[CH:40][CH:41]=3)[CH:30]=[C:31]3[CH:35]=[CH:34][S:33][C:32]=23)[CH2:23][CH2:22]1)[CH3:20] |f:4.5.6|. Procedure: The resulting compound and 7-(1-ethylpiperazin-4-yl)-5-bromothieno[2,3-c]pyridine (0.21 g) were reacted in the same manner as in Example 300-4, to give a reaction solution containing 7-(4-ethylpiperazin-1-yl)-5-[4-(cis-4-acetoxytetrahydropyran-2-yl)phenyl]thieno[2,3-c]pyridine. To the resulting reaction solution were added ethyl acetate and 2N hydrochloric acid, and the resulting insoluble matters were filtered off. The aqueous layer was separated, while the organic phase was extracted with 2N h... Starting materials: C[Mg]Cl (methylmagnesium chloride), CCOCC (ether), N#N (N2), COC(CCCC1=CC=CC=C1)=O (methyl-4-phenylbutyrate). Yields the product CC(CCCC1=CC=CC=C1)(O)C (1,1-Dimethyl-4-phenylbutanol). The yield is 94.0%. Reaction SMILES: [CH3:1][Mg]Cl.N#N.COC(=O)[CH2:9][CH2:10][CH2:11][C:12]1[CH:17]=[CH:16][CH:15]=[CH:14][CH:13]=1.CC[O:21][CH2:22][CH3:23]>>[CH3:1][C:22]([CH3:23])([OH:21])[CH2:9][CH2:10][CH2:11][C:12]1[CH:17]=[CH:16][CH:15]=[CH:14][CH:13]=1. Procedure: 8 L of 3.0 M methylmagnesium chloride in ether was transferred to a 22 L 3-necked, round-bottomed flask using N2 pressure. This flask was equipped with argon flow inlet. The solution had been chilled to 0° in an ice-acetone bath and 1283 g (7.2 moles) quantity of methyl-4-phenylbutyrate was added under argon over 4 h maintaining the temperature between 0° C. and 11° C. The reaction mixture was stirred for 1H and an aliquot was withdrawn, quenched in water and extracted with ether. The ether extr... The reactants are CN(C(=O)OC(C)(C)C)C(CNC(=O)OCc1ccccc1)COC(=O)Nc1cc2ccccc2cn1, CO, Cl. Product: CNC(CNC(=O)OCc1ccccc1)COC(=O)Nc1cc2ccccc2cn1. RXN SMILES: [CH2:1]([c:2]1[cH:3][cH:4][cH:5][cH:6][cH:7]1)[O:8][C:9]([NH:10][CH2:11][CH:12]([CH2:13][O:14][C:15]([NH:16][c:17]1[n:18][cH:19][c:20]2[cH:21][cH:22][cH:23][cH:24][c:25]2[cH:26]1)=[O:27])[N:28]([CH3:29])[C:30]([O:31][C:32]([CH3:33])([CH3:34])[CH3:35])=[O:36])=[O:37].[CH3:39][OH:40].[ClH:38]>>[CH2:1]([c:2]1[cH:3][cH:4][cH:5][cH:6][cH:7]1)[O:8][C:9]([NH:10][CH2:11][CH:12]([CH2:13][O:14][C:15]([NH:16][c:17]1[n:18][cH:19][c:20]2[cH:21][cH:22][cH:23][cH:24][c:25]2[cH:26]1)=[O:27])[NH:28][CH3:29])=[O:37]. The reactants are BrCCCCCBr, CN(C)C=O, [H-], N#Cc1cc(Br)c(N)c2ccccc12, [Na+], O. The product is N#Cc1cc(Br)c(N2CCCCC2)c2ccccc12. Reaction SMILES: [Br:22][CH2:23][CH2:24][CH2:25][CH2:26][CH2:27][Br:28].[CH3:15][N:16]([CH3:17])[CH:18]=[O:19].[H-:20].[NH2:1][c:2]1[c:3]([Br:14])[cH:4][c:5]([C:12]#[N:13])[c:6]2[cH:7][cH:8][cH:9][cH:10][c:11]12.[Na+:21].[OH2:29]>>[N:1]1([c:2]2[c:3]([Br:14])[cH:4][c:5]([C:12]#[N:13])[c:6]3[cH:7][cH:8][cH:9][cH:10][c:11]23)[CH2:23][CH2:24][CH2:25][CH2:26][CH2:27]1.